This data is from the Open Reaction Database (ORD), a public repository of structured organic reaction records. The task is: describe an organic reaction: reactants, conditions, products, and yield Starting materials: N#N.COC1=CC=C(C(C2=CC=C(C=C2)OC)(C2=CC=CC=C2)NC=2NC(C=3N=CN(C3N2)[C@H]2[C@@H]([C@H](C2)COC(C)=O)COC(C2=CC=C(C=C2)OC)(C2=CC=C(C=C2)OC)C2=CC=CC=C2)=O)C=C1 (N2 (4,4'-dimethoxytrityl)-9-[(1R,2R,3S)-2-(4,4'-dimethoxytrity)oxymethyl-3-acetoxymethyl-1-cyclobutyl]-guanine), P(=O)([O-])([O-])[O-] (phosphate), CO (methanol), C([O-])([O-])=O.[K+].[K+] (potassium carbonate). The solvent is C(Cl)Cl (methylene chloride). Conditions: time 8 hour. Product: N#N.COC1=CC=C(C(C2=CC=C(C=C2)OC)(C2=CC=CC=C2)NC=2NC(C=3N=CN(C3N2)[C@H]2[C@@H]([C@H](C2)CO)COC(C2=CC=C(C=C2)OC)(C2=CC=C(C=C2)OC)C2=CC=CC=C2)=O)C=C1 (N2 (4,4'-dimethoxytrityl)-9-[(1R,2R,3S)-2-(4,4'-dimethoxytrityl)oxymethyl-3-hydroxymethyl-1-cyclobutyl]-guanine). Yield: 82.7%. RXN SMILES: [N:1]#[N:2].[CH3:3][O:4][C:5]1[CH:70]=[CH:69][C:8]([C:9]([NH:24][C:25]2[NH:26][C:27](=[O:68])[C:28]3[N:29]=[CH:30][N:31]([C@@H:34]4[CH2:37][C@H:36]([CH2:38][O:39]C(=O)C)[C@H:35]4[CH2:43][O:44][C:45]([C:62]4[CH:67]=[CH:66][CH:65]=[CH:64][CH:63]=4)([C:54]4[CH:59]=[CH:58][C:57]([O:60][CH3:61])=[CH:56][CH:55]=4)[C:46]4[CH:51]=[CH:50][C:49]([O:52][CH3:53])=[CH:48][CH:47]=4)[C:32]=3[N:33]=2)([C:18]2[CH:23]=[CH:22][CH:21]=[CH:20][CH:19]=2)[C:10]2[CH:15]=[CH:14][C:13]([O:16][CH3:17])=[CH:12][CH:11]=2)=[CH:7][CH:6]=1.CO.C(=O)([O-])[O-].[K+].[K+].P([O-])([O-])([O-])=O>C(Cl)Cl>[N:1]#[N:2].[CH3:17][O:16][C:13]1[CH:14]=[CH:15][C:10]([C:9]([NH:24][C:25]2[NH:26][C:27](=[O:68])[C:28]3[N:29]=[CH:30][N:31]([C@@H:34]4[CH2:37][C@H:36]([CH2:38][OH:39])[C@H:35]4[CH2:43][O:44][C:45]([C:62]4[CH:67]=[CH:66][CH:65]=[CH:64][CH:63]=4)([C:54]4[CH:55]=[CH:56][C:57]([O:60][CH3:61])=[CH:58][CH:59]=4)[C:46]4[CH:51]=[CH:50][C:49]([O:52][CH3:53])=[CH:48][CH:47]=4)[C:32]=3[N:33]=2)([C:18]2[CH:19]=[CH:20][CH:21]=[CH:22][CH:23]=2)[C:8]2[CH:7]=[CH:6][C:5]([O:4][CH3:3])=[CH:70][CH:69]=2)=[CH:11][CH:12]=1 |f:0.1,3.4.5,8.9|. Procedure details: The N2 -(4,4'-dimethoxytrityl)-9-[(1R,2R,3S)-2-(4,4'-dimethoxytrity)oxymethyl-3-acetoxymethyl-1-cyclobutyl]-guanine (447 mg, 0.49 mmole) obtained above is dissolved into a mixture consisting of methanol (5 ml) and methylene chloride (1 ml), potassium carbonate (76 mg, 0.55 mmole) is added under cooling with ice, and the mixture is stirred at room temperature overnight. After adding 0.2M phosphate buffer to the reaction mixture, it is extracted with ethyl acetate. The extract solution is washed w...